Dataset: the Open Reaction Database (ORD), a public repository of structured organic reaction records. Task: describe an organic reaction: reactants, conditions, products, and yield Reactants: O (water), [H-].[Na+] (Sodium hydride), ClC1=CC=C(C=C1)C1=CC=C(C=C1)C(CC)O (1-[4-(4-chlorophenyl)phenyl]propanol), BrCC(=O)OCC (ethyl bromoacetate). Run in CN(C=O)C (dimethylformamide). Reaction conditions: time 16 hour. Product: ClC1=CC=C(C=C1)C1=CC=C(C=C1)C(CC)OCC(=O)OCC (ethyl 2-{1-[4-(4-chlorophenyl)-phenyl]propoxy}acetate). As a reaction SMILES: [H-].[Na+].[Cl:3][C:4]1[CH:9]=[CH:8][C:7]([C:10]2[CH:15]=[CH:14][C:13]([CH:16]([OH:19])[CH2:17][CH3:18])=[CH:12][CH:11]=2)=[CH:6][CH:5]=1.Br[CH2:21][C:22]([O:24][CH2:25][CH3:26])=[O:23].O>CN(C)C=O>[Cl:3][C:4]1[CH:5]=[CH:6][C:7]([C:10]2[CH:15]=[CH:14][C:13]([CH:16]([O:19][CH2:21][C:22]([O:24][CH2:25][CH3:26])=[O:23])[CH2:17][CH3:18])=[CH:12][CH:11]=2)=[CH:8][CH:9]=1 |f:0.1|. Reported procedure: Sodium hydride (1 g., 50% w/w suspension in mineral oil) was added gradually to a stirred solution of 1-[4-(4-chlorophenyl)phenyl]propanol (4.9 g.) in dry dimethylformamide (20 ml.), keeping the temperature below 40° C. After 2 hours stirring ethyl bromoacetate (2.3 ml.) was then added, keeping the temperature below 30° C. After stirring for 16 hours at room temperature, the mixture was poured into water (150 ml.), and the subsequent mixture was extracted with ether. The combined extracts were w...